The task is: describe an organic reaction: reactants, conditions, products, and yield. This data is from the Open Reaction Database (ORD), a public repository of structured organic reaction records. Starting materials: ClC=1N=C(C2=C(N1)C=C(S2)CN2CCN(CC2)S(=O)(=O)C2CC2)N2CCOCC2 (2-Chloro-6-(4-cyclopropanesulfonyl-piperazin-1-ylmethyl)-4-morpholin-4-yl-thieno[3,2-d]pyrimidine), COC1=NC=C(C(=N1)OC)B1OC(C(O1)(C)C)(C)C (2,4-dimethoxy-5-(4,4,5,5-tetramethyl-[1,3,2]dioxaborolan-2-yl)-pyrimidine). Product: COC1=NC=C(C(=N1)OC)C=1N=C(C2=C(N1)C=C(S2)CN2CCN(CC2)S(=O)(=O)C2CC2)N2CCOCC2 (2-(2,4-dimethoxypyrimidin-5-yl)-4-morpholino-6-((4-N-cyclopropylsulfonylpiperazin-1-yl)methyl)thieno[3,2-d]pyrimidine). As a reaction SMILES: Cl[C:2]1[N:3]=[C:4]([N:24]2[CH2:29][CH2:28][O:27][CH2:26][CH2:25]2)[C:5]2[S:10][C:9]([CH2:11][N:12]3[CH2:17][CH2:16][N:15]([S:18]([CH:21]4[CH2:23][CH2:22]4)(=[O:20])=[O:19])[CH2:14][CH2:13]3)=[CH:8][C:6]=2[N:7]=1.[CH3:30][O:31][C:32]1[N:37]=[C:36]([O:38][CH3:39])[C:35](B2OC(C)(C)C(C)(C)O2)=[CH:34][N:33]=1>>[CH3:30][O:31][C:32]1[N:37]=[C:36]([O:38][CH3:39])[C:35]([C:2]2[N:3]=[C:4]([N:24]3[CH2:29][CH2:28][O:27][CH2:26][CH2:25]3)[C:5]3[S:10][C:9]([CH2:11][N:12]4[CH2:17][CH2:16][N:15]([S:18]([CH:21]5[CH2:23][CH2:22]5)(=[O:20])=[O:19])[CH2:14][CH2:13]4)=[CH:8][C:6]=3[N:7]=2)=[CH:34][N:33]=1. Procedure: 2-Chloro-6-(4-cyclopropanesulfonyl-piperazin-1-ylmethyl)-4-morpholin-4-yl-thieno[3,2-d]pyrimidine (Example 39) was reacted with 2,4-dimethoxy-5-(4,4,5,5-tetramethyl-[1,3,2]dioxaborolan-2-yl)-pyrimidine via General Procedure A. Purification on silica yielded the desired compound. NMR (400 MHz, CDCl3): 1.01-1.04 (2H, m, CH2), 1.20-1.25 (2H, m, CH2), 2.30 (1H, m, CH), 2.67-2.70 (4H, m, CH2), 3.39-3.41 (4H, m, CH2), 2.87-3.88 (4H, m, CH2), 3.90 (2H, s, CH2), 4.03-4.05 (4H, m, CH2), 4.08 (3H, s, CH3)...